Dataset: the Open Reaction Database (ORD), a public repository of structured organic reaction records. Task: describe an organic reaction: reactants, conditions, products, and yield Starting materials: CC(=O)Oc1cccc(I)c1, C1CCOC1, Cc1ccccc1, CC(C)[Si](S)(C(C)C)C(C)C, [H-], [H][H], [Na+], c1ccc(P(c2ccccc2)(c2ccccc2)[Pd](P(c2ccccc2)(c2ccccc2)c2ccccc2)(P(c2ccccc2)(c2ccccc2)c2ccccc2)P(c2ccccc2)(c2ccccc2)c2ccccc2)cc1. Yields the product CC(=O)Oc1cccc(S[Si](C(C)C)(C(C)C)C(C)C)c1. RXN SMILES: [C:16]([CH3:17])(=[O:18])[O:19][c:20]1[cH:21][c:22]([I:26])[cH:23][cH:24][cH:25]1.[CH2:27]1[O:28][CH2:29][CH2:30][CH2:31]1.[CH3:32][c:33]1[cH:34][cH:35][cH:36][cH:37][cH:38]1.[CH:1]([CH3:2])([CH3:3])[Si:4]([SH:5])([CH:6]([CH3:7])[CH3:8])[CH:9]([CH3:10])[CH3:11].[H-:12].[H:14][H:15].[Na+:13].[cH:39]1[cH:40][cH:41][c:42]([P:43]([Pd:44]([P:45]([c:46]2[cH:47][cH:48][cH:49][cH:50][cH:51]2)([c:52]2[cH:53][cH:54][cH:55][cH:56][cH:57]2)[c:58]2[cH:59][cH:60][cH:61][cH:62][cH:63]2)([P:64]([c:65]2[cH:66][cH:67][cH:68][cH:69][cH:70]2)([c:71]2[cH:72][cH:73][cH:74][cH:75][cH:76]2)[c:77]2[cH:78][cH:79][cH:80][cH:81][cH:82]2)[P:83]([c:84]2[cH:85][cH:86][cH:87][cH:88][cH:89]2)([c:90]2[cH:91][cH:92][cH:93][cH:94][cH:95]2)[c:96]2[cH:97][cH:98][cH:99][cH:100][cH:101]2)([c:102]2[cH:103][cH:104][cH:105][cH:106][cH:107]2)[c:108]2[cH:109][cH:110][cH:111][cH:112][cH:113]2)[cH:114][cH:115]1>>[CH:1]([CH3:2])([CH3:3])[Si:4]([S:5][c:22]1[cH:21][c:20]([O:19][C:16]([CH3:17])=[O:18])[cH:25][cH:24][cH:23]1)([CH:6]([CH3:7])[CH3:8])[CH:9]([CH3:10])[CH3:11]. Starting materials: C(C1=CC=C(C=O)C=C1)=O (terephthal aldehyde), C(CCS)S (1,3-propane dithiol). Run in ClCCl (dichloromethane). Reaction conditions: temperature 25 celsius, time 20 minute. Yields the product C1(=CC=C(C=C1)C1SCCCS1)C1SCCCS1 (2,2′-(1,4-phenylene) bis-1,3-dithian). Yield: 69.9%. Reaction SMILES: [CH:1](=O)[C:2]1[CH:9]=[CH:8][C:5]([CH:6]=O)=[CH:4][CH:3]=1.[CH2:11]([SH:15])[CH2:12][CH2:13][SH:14]>ClCCl>[C:5]1([CH:6]2[S:15][CH2:11][CH2:12][CH2:13][S:14]2)[CH:8]=[CH:9][C:2]([CH:1]2[S:15][CH2:11][CH2:12][CH2:13][S:14]2)=[CH:3][CH:4]=1. Procedure: In a three-neck flask, 100 ml in inner volume, made of glass and provided with a stirrer, 4.0 g (30 mmols) of terephthal aldehyde and 30 g of dichloromethane were placed. The reactants, after having added 8.1 g (75 mmols) of 1,3-propane dithiol, were stirred continuously at 25° C. for 20 minutes and, after having subsequently added 6.3 ml (50 mmols) of a boron trifluoride diethyl ether complex, further stirred continuously at 25° C. for two hours, to form a white precipitate. The resultant white... The reactants are COC1=CC=C(CNCC=2C(=NC3=C(C=CC=C3C2)C)C2=C(C=CC=C2OC)F)C=C1 (N-(4-methoxybenzyl)(2-(2-fluoro-6-methoxyphenyl)-8-methylquinolin-3-yl)methanamine), [N+](=O)([O-])[O-].[Ce+4].[NH4+].[N+](=O)([O-])[O-].[N+](=O)([O-])[O-].[N+](=O)([O-])[O-].[N+](=O)([O-])[O-] (ammonium cerium(iv) nitrate). Solvent: CC#N.O (CH3CN—H2O). Yields the product FC1=C(C(=CC=C1)OC)C1=NC2=C(C=CC=C2C=C1CN)C ((2-(2-fluoro-6-methoxyphenyl)-8-methylquinolin-3-yl)methanamine). As a reaction SMILES: COC1C=CC(C[NH:8][CH2:9][C:10]2[C:11]([C:21]3[C:26]([O:27][CH3:28])=[CH:25][CH:24]=[CH:23][C:22]=3[F:29])=[N:12][C:13]3[C:18]([CH:19]=2)=[CH:17][CH:16]=[CH:15][C:14]=3[CH3:20])=CC=1.[N+]([O-])([O-])=O.[Ce+4].[NH4+].[N+]([O-])([O-])=O.[N+]([O-])([O-])=O.[N+]([O-])([O-])=O.[N+]([O-])([O-])=O>CC#N.O>[F:29][C:22]1[CH:23]=[CH:24][CH:25]=[C:26]([O:27][CH3:28])[C:21]=1[C:11]1[C:10]([CH2:9][NH2:8])=[CH:19][C:18]2[C:13](=[C:14]([CH3:20])[CH:15]=[CH:16][CH:17]=2)[N:12]=1 |f:1.2.3.4.5.6.7,8.9|. Procedure: Prepared according to Procedure G using N-(4-methoxybenzyl)(2-(2-fluoro-6-methoxyphenyl)-8-methylquinolin-3-yl)methanamine (1.1795 g, 2.8320 mmol, 1 eq) and ammonium cerium(iv) nitrate (5.434 g, 9.912 mmol, 3.5 eq) in CH3CN—H2O (2:1, 13 mL). After purification, (2-(2-fluoro-6-methoxyphenyl)-8-methylquinolin-3-yl)methanamine was obtained as yellow sticky solid. 1H NMR (DMSO-d6) δ ppm 8.41 (1H, s), 7.82 (1H, d, J=7.4 Hz), 7.55-7.60 (1H, m), 7.45-7.54 (2H, m), 7.03 (1H, d, J=8.2 Hz), 6.92-7.00 (1H,... The reactants are B, CC1(C)Oc2cc(Br)cnc2NC1=O, C1CCOC1. Product: CC1(C)CNc2ncc(Br)cc2O1. RXN SMILES: [BH3:15].[Br:1][c:2]1[cH:3][c:4]2[c:9]([n:10][cH:11]1)[NH:8][C:7](=[O:12])[C:6]([CH3:13])([CH3:14])[O:5]2.[CH2:16]1[O:17][CH2:18][CH2:19][CH2:20]1>>[Br:1][c:2]1[cH:3][c:4]2[c:9]([n:10][cH:11]1)[NH:8][CH2:7][C:6]([CH3:13])([CH3:14])[O:5]2.